Dataset: the Open Reaction Database (ORD), a public repository of structured organic reaction records. Task: describe an organic reaction: reactants, conditions, products, and yield Reactants: BrC=1C=C2CC[C@@H](CC2=CC1)NC(C1=CC=C(C=C1)OCC1CC1)=O (N—((S)-6-bromo-1,2,3,4-tetrahydronaphthalen-2-yl)-4-cyclopropylmethoxy-benzamide), C(CCC)OC1=CC=C(C(=O)N[C@@H]2CC3=CC=C(C=C3CC2)C=O)C=C1 (4-Butoxy-N—((S)-6-formyl-1,2,3,4-tetrahydronaphthalen-2-yl)benzamide), C(CCC)[Li] (butyllithium), C(=O)=O (dry ice), C[Li] (methyllithium). Run in C1CCOC1 (THF), CN(C)C=O (DMF), C(C)(=O)O (acetic acid), O (water). The product is C1(CC1)COC1=CC=C(C(=O)N[C@@H]2CC3=CC=C(C=C3CC2)C=O)C=C1 (4-Cyclopropylmethoxy-N—((S)-6-formyl-1,2,3,4-tetrahydronaphthalen-2-yl)benzamide). RXN SMILES: BrC1C=C2C(=CC=1)C[C@@H](NC(=O)C1C=CC(OCC3CC3)=CC=1)CC2.C(=O)=O.C[Li].C([Li])CCC.[CH2:36]([O:40][C:41]1[CH:61]=[CH:60][C:44]([C:45]([NH:47][C@H:48]2[CH2:57][CH2:56][C:55]3[C:50](=[CH:51][CH:52]=[C:53]([CH:58]=[O:59])[CH:54]=3)[CH2:49]2)=[O:46])=[CH:43][CH:42]=1)[CH2:37][CH2:38][CH3:39]>O.C(O)(=O)C.CN(C=O)C.C1COCC1>[CH:37]1([CH2:36][O:40][C:41]2[CH:42]=[CH:43][C:44]([C:45]([NH:47][C@H:48]3[CH2:57][CH2:56][C:55]4[C:50](=[CH:51][CH:52]=[C:53]([CH:58]=[O:59])[CH:54]=4)[CH2:49]3)=[O:46])=[CH:60][CH:61]=2)[CH2:39][CH2:38]1. Procedure: A mixture of N—((S)-6-bromo-1,2,3,4-tetrahydronaphthalen-2-yl)-4-cyclopropylmethoxy-benzamide (5.20 g) and THF (120 ml) was cooled to −78° C. (dry ice bath), and a solution of methyllithium (8.9 ml; 1.6 M in diethyl ether) was added dropwise. One minute after the addition had ended, a solution of butyllithium (5.7 ml; 2.5 M in toluene) was added dropwise. One minute after the addition had ended, DMF (2.85 g) and, after a further 30 seconds, acetic acid (1.5 ml) were added. After warming to room ... Starting materials: ClC1=C(C(=O)O)C=CC(=C1)F (2-chloro-4-fluorobenzoic acid), FC(C(=O)NCO)(F)F (2,2,2-trifluoro-N-(hydroxymethyl)acetamide). Solvent: OS(=O)(=O)O (H2SO4). The product is FC(C(=O)NCC=1C(=CC(=C(C(=O)O)C1)Cl)F)(F)F (5-((2,2,2-trifluoroacetamido)methyl)-2-chloro-4-fluorobenzoic acid). The yield is 667543.0%. As a reaction SMILES: [Cl:1][C:2]1[CH:10]=[C:9]([F:11])[CH:8]=[CH:7][C:3]=1[C:4]([OH:6])=[O:5].[F:12][C:13]([F:20])([F:19])[C:14]([NH:16][CH2:17]O)=[O:15]>OS(O)(=O)=O>[F:12][C:13]([F:20])([F:19])[C:14]([NH:16][CH2:17][C:8]1[C:9]([F:11])=[CH:10][C:2]([Cl:1])=[C:3]([CH:7]=1)[C:4]([OH:6])=[O:5])=[O:15]. Reported procedure: The title compound was prepared according to the procedure described in step-1 of Intermediate-26 by using 2-chloro-4-fluorobenzoic acid (5.0 g, 0.002 mmol), 2,2,2-trifluoro-N-(hydroxymethyl)acetamide (4.0 g, 0.002 mmol) and conc. H2SO4 (50 mL) to afford 4.0 g of the desired product. 1H NMR (400 MHz, DMSO d6): δ 4.44 (d, J=12.0 Hz, 2H), 7.59 (m, 1H), 7.92 (m, 1H), 10.0 (br s, 1H), 13.5 (br s, 1H).